From a dataset of the Open Reaction Database (ORD), a public repository of structured organic reaction records. describe an organic reaction: reactants, conditions, products, and yield The reactants are CNOC, Cc1nc(C(F)(F)F)ccc1C(=O)O, CN1CCOCC1, ClCCl, Cl. Product: CON(C)C(=O)c1ccc(C(F)(F)F)nc1C. As a reaction SMILES: [CH3:16][NH:17][O:18][CH3:19].[CH3:1][c:2]1[c:3]([C:4](=[O:5])[OH:6])[cH:7][cH:8][c:9]([C:11]([F:12])([F:13])[F:14])[n:10]1.[CH3:20][N:21]1[CH2:22][CH2:23][O:24][CH2:25][CH2:26]1.[Cl:27][CH2:28][Cl:29].[ClH:15]>>[CH3:1][c:2]1[c:3]([C:4](=[O:5])[N:17]([CH3:16])[O:18][CH3:19])[cH:7][cH:8][c:9]([C:11]([F:12])([F:13])[F:14])[n:10]1. Starting materials: [H-].[Na+] (sodium hydride), C(C1=CC=CC=C1)(=O)OC (methyl benzoate), C(C1=CC=CC=C1)(=O)OC (methyl benzoate), Cl.Cl.N\C(\C1=CC2=C(C=C(S2)C(=O)N[C@H]2CN3CCC2CC3)C=C1)=N/O (6-[(Z)-Amino(hydroxyimino)methyl]-N-[(3R)-1-azabicyclo[2.2.2]oct-3-yl]-1-benzothiophene-2-carboxamide dihydrochloride), [H-].[Na+] (sodium hydride), O (water). The solvent is C1CCOC1 (THF), C1CCOC1 (THF), C1CCOC1 (THF), CN(C)C=O (DMF). Run at time 30 minute. The product is Cl.N12C[C@@H](C(CC1)CC2)NC(=O)C=2SC1=C(C2)C=CC(=C1)C1=NOC(=N1)C1=CC=CC=C1 (N-[(3R)-1-Azabicyclo[2.2.2]oct-3-yl]-6-(5-phenyl-1,2,4-oxadiazol-3-yl)-1-benzothiophene-2-carboxamide hydrochloride). As a reaction SMILES: [ClH:1].Cl.[NH2:3]/[C:4](=[N:25]\[OH:26])/[C:5]1[CH:24]=[CH:23][C:8]2[CH:9]=[C:10]([C:12]([NH:14][C@@H:15]3[CH:20]4[CH2:21][CH2:22][N:17]([CH2:18][CH2:19]4)[CH2:16]3)=[O:13])[S:11][C:7]=2[CH:6]=1.[H-].[Na+].[C:29](OC)(=O)[C:30]1[CH:35]=[CH:34][CH:33]=[CH:32][CH:31]=1.O>CN(C=O)C.C1COCC1>[ClH:1].[N:17]12[CH2:18][CH2:19][CH:20]([CH2:21][CH2:22]1)[C@@H:15]([NH:14][C:12]([C:10]1[S:11][C:7]3[CH:6]=[C:5]([C:4]4[N:3]=[C:29]([C:30]5[CH:35]=[CH:34][CH:33]=[CH:32][CH:31]=5)[O:26][N:25]=4)[CH:24]=[CH:23][C:8]=3[CH:9]=1)=[O:13])[CH2:16]2 |f:0.1.2,3.4,9.10|. Reported procedure: 110 mg (0.26 mmol) of 6-[amino(hydroxyimino)methyl]-N-[(3R)-1-azabicyclo[2.2.2]oct-3-yl]-1-benzothiophene-2-carboxamide dihydrochloride (Example 27A) are dissolved in 2 ml of DMF and 0.75 ml of THF. 250 mg of 4 Å molecular sieves are added and the mixture is stirred at room temperature for 30 min. Addition of 31.2 mg (0.79 mmol) of sodium hydride (60% suspension in mineral oil) is followed by heating at 60° C. for 20 min and then cooling to room temperature. A solution of 100 μl (0.79 mmol) of m... Reactants: ClCl (chlorine), C(C)(C)(C)O[C@H]([C@@H](C1=NC2=C(N1)C=CC(=C2)Cl)NC(C2=CC(=C(C=C2)C(=O)N2CC=CC2)C)=O)C (N-[(1R,2S)-2-tert-butoxy-1-(5-chloro-1H-benzimidazol-2-yl)propyl]-4-(2,5-dihydropyrrol-1-ylcarbonyl)-3-methylbenzamide), FC(C(=O)O)(F)F (trifluoroacetic acid), ClCl (chlorine), C23H23ClN4O3. Run in ClCCl.C(C)O (dichloromethane ethanol). Yields the product ClC1=CC2=C(NC(=N2)[C@H]([C@H](C)O)NC(C2=CC(=C(C=C2)C(=O)N2CC=CC2)C)=O)C=C1 (N-[(1R,2S)-1-(5-chloro-1H-benzimidazol-2-yl)-2-hydroxypropyl]-4-(2,5-dihydropyrrol-1-ylcarbonyl)-3-methylbenzamide). The yield is 99.0%. RXN SMILES: C([O:5][C@@H:6]([CH3:35])[C@H:7]([NH:18][C:19](=[O:34])[C:20]1[CH:25]=[CH:24][C:23]([C:26]([N:28]2[CH2:32][CH:31]=[CH:30][CH2:29]2)=[O:27])=[C:22]([CH3:33])[CH:21]=1)[C:8]1[NH:12][C:11]2[CH:13]=[CH:14][C:15]([Cl:17])=[CH:16][C:10]=2[N:9]=1)(C)(C)C.FC(F)(F)C(O)=O.ClCl>ClCCl.C(O)C>[Cl:17][C:15]1[CH:14]=[CH:13][C:11]2[NH:12][C:8]([C@@H:7]([NH:18][C:19](=[O:34])[C:20]3[CH:25]=[CH:24][C:23]([C:26]([N:28]4[CH2:29][CH:30]=[CH:31][CH2:32]4)=[O:27])=[C:22]([CH3:33])[CH:21]=3)[C@@H:6]([OH:5])[CH3:35])=[N:9][C:10]=2[CH:16]=1 |f:3.4|. Procedure details: Prepared analogously to Example 17 from N-[(1R,2S)-2-tert-butoxy-1-(5-chloro-1H-benzimidazol-2-yl)propyl]-4-(2,5-dihydropyrrol-1-ylcarbonyl)-3-methylbenzamide, and trifluoroacetic acid. Yield: 99%; Rf value: 0.48 (silica gel: dichloromethane/ethanol=9:1); C23H23ClN4O3 (438.913); mass spectrum: (M+H)+=439/441 (chlorine isotope) and (M−H)-=437/439 (chlorine isotope). Reactants: [N+](=O)(O)[O-] (HNO3), mixture, NC1=NC(=CC=C1[N+](=O)[O-])C (2-amino-6-methyl-3-nitropyridine), NC1=NC(=C(C=C1)[N+](=O)[O-])C (2-amino-6-methyl-5-nitropyridine), ice. The solvent is OS(=O)(=O)O (H2SO4). Reaction conditions: temperature 50 celsius. The product is NC1=NC(=C(C=C1[N+](=O)[O-])[N+](=O)[O-])C (2-amino-6-methyl-3,5-dinitropyridine). RXN SMILES: [NH2:1][C:2]1[C:7]([N+:8]([O-:10])=[O:9])=[CH:6][CH:5]=[C:4]([CH3:11])[N:3]=1.NC1C=CC([N+:19]([O-:21])=[O:20])=C(C)N=1.[N+]([O-])(O)=O>OS(O)(=O)=O>[NH2:1][C:2]1[C:7]([N+:8]([O-:10])=[O:9])=[CH:6][C:5]([N+:19]([O-:21])=[O:20])=[C:4]([CH3:11])[N:3]=1. Procedure details: 8.5 g of this mixture of 2-amino-6-methyl-3-nitropyridine and 2-amino-6-methyl-5-nitropyridine was dissolved in H2SO4 (100 mL) at 0° C. and HNO3 (2.74 mL, d=1.49) was added drop-wise over 10 min. After complete addition, the mixture was warmed to 50° C. for 90 min., cooled, then poured onto 200 g of ice. The residue was collected by filtration and washed with cold H2O (2×50 mL) to give 2-amino-6-methyl-3,5-dinitropyridine as a yellow solid. Starting materials: BrC1=CC=C(C=C1)C(CC(=O)N)C (3-(4-bromophenyl)butanamide), [H-].[Al+3].[Li+].[H-].[H-].[H-] (Lithium aluminum hydride), [OH-].[Na+] (sodium hydroxide). The solvent is O1CCCC1 (tetrahydrofuran). Run at temperature 0 celsius. The product is BrC1=CC=C(C=C1)C(CCN)C (3-(4-bromophenyl)butan-1-amine). Isolated yield 100.7%. As a reaction SMILES: [Br:1][C:2]1[CH:7]=[CH:6][C:5]([CH:8]([CH3:13])[CH2:9][C:10]([NH2:12])=O)=[CH:4][CH:3]=1.[H-].[Al+3].[Li+].[H-].[H-].[H-].[OH-].[Na+]>O1CCCC1>[Br:1][C:2]1[CH:3]=[CH:4][C:5]([CH:8]([CH3:13])[CH2:9][CH2:10][NH2:12])=[CH:6][CH:7]=1 |f:1.2.3.4.5.6,7.8|. Procedure: To a solution of 3-(4-bromophenyl)butanamide (0.60 g, 2.48 mmol) in anhydrous tetrahydrofuran (15 mL) was added Lithium aluminum hydride (0.14 g, 37.2 mmol), the mixture was stirred at reflux for 1.5 hours, after the completion of the reaction, the mixture was cooled to 0° C., 1N sodium hydroxide solution (10 mL) was added slowly, after the reaction, the mixture was stirred at room temperature for 15 minutes. The mixture was filtered and the filtration was collected and extracted with ethyl acet... Reactants: [Al+3], CCc1nc(C(=O)OC)c(C)s1, [H-], [H-], [H-], [H-], [Li+], [Na+], [Na+], C1CCOC1, O, O, O, O, O, O, O, O, O, O, O=S(=O)([O-])[O-]. Product: CCc1nc(CO)c(C)s1. Reaction SMILES: [Al+3:14].[CH2:1]([CH3:2])[c:3]1[s:4][c:5]([CH3:12])[c:6]([C:8](=[O:9])[O:10][CH3:11])[n:7]1.[H-:13].[H-:16].[H-:17].[H-:18].[Li+:15].[Na+:34].[Na+:35].[O:36]1[CH2:37][CH2:38][CH2:39][CH2:40]1.[OH2:19].[OH2:20].[OH2:21].[OH2:22].[OH2:23].[OH2:24].[OH2:25].[OH2:26].[OH2:27].[OH2:28].[S:29]([O-:30])([O-:31])(=[O:32])=[O:33]>>[CH2:1]([CH3:2])[c:3]1[s:4][c:5]([CH3:12])[c:6]([CH2:8][OH:9])[n:7]1. Reactants: CCCN(CCC)Cc1ccc(NC)cc1, C(=NC1CCCCC1)=NC1CCCCC1, CN(C)C=O, On1nnc2ccccc21, O=C(O)c1ccc(CN(Cc2ncc[nH]2)Cc2ncc[nH]2)cc1. The product is CCCN(CCC)Cc1ccc(N(C)C(=O)c2ccc(CN(Cc3ncc[nH]3)Cc3ncc[nH]3)cc2)cc1. RXN SMILES: [CH2:49]([CH2:50][CH3:51])[N:52]([CH2:53][CH2:54][CH3:55])[CH2:56][c:57]1[cH:58][cH:59][c:60]([NH:63][CH3:64])[cH:61][cH:62]1.[CH:34]1([N:35]=[C:36]=[N:37][CH:38]2[CH2:39][CH2:40][CH2:41][CH2:42][CH2:43]2)[CH2:44][CH2:45][CH2:46][CH2:47][CH2:48]1.[O:65]=[CH:66][N:67]([CH3:68])[CH3:69].[OH:24][n:25]1[c:26]2[c:27]([cH:28][cH:29][cH:30][cH:31]2)[n:32][n:33]1.[nH:1]1[c:2]([CH2:6][N:7]([CH2:8][c:9]2[nH:10][cH:11][cH:12][n:13]2)[CH2:14][c:15]2[cH:16][cH:17][c:18]([C:19](=[O:20])[OH:21])[cH:22][cH:23]2)[n:3][cH:4][cH:5]1>>[n:1]1[c:2]([CH2:6][N:7]([CH2:8][c:9]2[nH:10][cH:11][cH:12][n:13]2)[CH2:14][c:15]2[cH:16][cH:17][c:18]([C:19](=[O:20])[N:63]([c:60]3[cH:59][cH:58][c:57]([CH2:56][N:52]([CH2:49][CH2:50][CH3:51])[CH2:53][CH2:54][CH3:55])[cH:62][cH:61]3)[CH3:64])[cH:22][cH:23]2)[nH:3][cH:4][cH:5]1. Starting materials: CC(=O)O, CC(C)(C)C(NC(=O)C(CC(=O)OCc1ccccc1)n1ccc(-c2ccc(-c3ccncc3)cc2)c1)C(=O)Nc1ccncc1, CCOC(C)=O, CCO. Yields the product CC(C)(C)C(NC(=O)C(CC(=O)O)n1ccc(-c2ccc(-c3ccncc3)cc2)c1)C(=O)Nc1ccncc1. Reaction SMILES: [C:56]([OH:57])(=[O:58])[CH3:59].[CH2:1]([c:2]1[cH:3][cH:4][cH:5][cH:6][cH:7]1)[O:8][C:9]([CH2:10][CH:11]([C:12](=[O:13])[NH:14][CH:15]([C:16]([CH3:17])([CH3:18])[CH3:19])[C:20]([NH:21][c:22]1[cH:23][cH:24][n:25][cH:26][cH:27]1)=[O:28])[n:29]1[cH:30][c:31](-[c:34]2[cH:35][cH:36][c:37](-[c:40]3[cH:41][cH:42][n:43][cH:44][cH:45]3)[cH:38][cH:39]2)[cH:32][cH:33]1)=[O:46].[CH3:47][CH2:48][O:49][C:50]([CH3:51])=[O:52].[CH3:53][CH2:54][OH:55]>>[O:8]=[C:9]([CH2:10][CH:11]([C:12](=[O:13])[NH:14][CH:15]([C:16]([CH3:17])([CH3:18])[CH3:19])[C:20]([NH:21][c:22]1[cH:23][cH:24][n:25][cH:26][cH:27]1)=[O:28])[n:29]1[cH:30][c:31](-[c:34]2[cH:35][cH:36][c:37](-[c:40]3[cH:41][cH:42][n:43][cH:44][cH:45]3)[cH:38][cH:39]2)[cH:32][cH:33]1)[OH:46]. Reactants: O=C1C(=CC=CC=C1)N1CCN(CC1)CCO (4-(2-oxo-3,5,7-cycloheptatrien-1-yl)-1-piperazine-ethanol), C([O-])([O-])=O.[K+].[K+] (potassium carbonate), C(Cl)(Cl)Cl (chloroform), S(=O)(Cl)Cl (Thionyl chloride). Solvent: O (Water). The product is ClCCN1CCN(CC1)C=1C(C=CC=CC1)=O (2-[4-(2-chloroethyl)-1-piperazinyl]-2,4,6-cycloheptatrien-1-one). RXN SMILES: [O:1]=[C:2]1[CH:8]=[CH:7][CH:6]=[CH:5][CH:4]=[C:3]1[N:9]1[CH2:14][CH2:13][N:12]([CH2:15][CH2:16]O)[CH2:11][CH2:10]1.C(=O)([O-])[O-].[K+].[K+].C(Cl)(Cl)[Cl:25].S(Cl)(Cl)=O>O>[Cl:25][CH2:16][CH2:15][N:12]1[CH2:13][CH2:14][N:9]([C:3]2[C:2](=[O:1])[CH:8]=[CH:7][CH:6]=[CH:5][CH:4]=2)[CH2:10][CH2:11]1 |f:1.2.3|. Procedure details: A mixture of 4-(2-oxo-3,5,7-cycloheptatrien-1-yl)-1-piperazine-ethanol (10.0 g, described in Example 7), potassium carbonate (26 g) and chloroform (150 ml) was stirred and cooled in an ice-bath. Thionyl chloride (11.7 g) was added dropwise over a period of 30 min and allowed to react with stirring at room temperature for 16 hr. Water (50 ml) was added and extracted with chloroform. After drying over magnesium sulfate, the extract was evaporated and the residue (11.0 g) was chromatographed on 500... Starting materials: C(=O)([O-])[O-].[Na+].[Na+] (Na2CO3), BrC=1C=C(C(=C(C1)CO[Si](C)(C)C(C)(C)C)Cl)Cl ({[(5-Bromo-2,3-dichlorophenyl)methyl]oxy}(1,1-dimethylethyl)dimethylsilane), C(=C)B1OC(C(O1)(C)C)(C)C (2-ethenyl-4,4,5,5-tetramethyl-1,3,2-dioxaborolane), C1(=CC=CC=C1)P(C1=CC=CC=C1)C1=CC=CC=C1 (triphenylphosphine). The reagents and catalysts are C(C)(=O)[O-].[Pd+2].C(C)(=O)[O-] (palladium(II) acetate). The solvent is C(CC)O (n-PrOH), CN(C)C=O (DMF), O (water). Conditions: temperature 90 celsius. Yields the product ClC1=C(C=C(C=C1Cl)C=C)CO[Si](C)(C)C(C)(C)C ({[(2,3-Dichloro-5-ethenylphenyl)methyl]oxy}(1,1-dimethylethyl)dimethylsilane). RXN SMILES: Br[C:2]1[CH:3]=[C:4]([Cl:18])[C:5]([Cl:17])=[C:6]([CH2:8][O:9][Si:10]([C:13]([CH3:16])([CH3:15])[CH3:14])([CH3:12])[CH3:11])[CH:7]=1.[CH:19](B1OC(C)(C)C(C)(C)O1)=[CH2:20].C1(P(C2C=CC=CC=2)C2C=CC=CC=2)C=CC=CC=1.C([O-])([O-])=O.[Na+].[Na+]>O.C([O-])(=O)C.[Pd+2].C([O-])(=O)C.C(O)CC.CN(C=O)C>[Cl:17][C:5]1[C:4]([Cl:18])=[CH:3][C:2]([CH:19]=[CH2:20])=[CH:7][C:6]=1[CH2:8][O:9][Si:10]([C:13]([CH3:16])([CH3:15])[CH3:14])([CH3:12])[CH3:11] |f:3.4.5,7.8.9|. Procedure details: {[(5-Bromo-2,3-dichlorophenyl)methyl]oxy}(1,1-dimethylethyl)dimethylsilane (1 eq.) from the previous step and 2-ethenyl-4,4,5,5-tetramethyl-1,3,2-dioxaborolane (1 eq.) were combined in a 2:1 (v/v) mixture of DMF:n-PrOH (0.11 M). To this solution was then added palladium(II) acetate (0.05 eq.) and triphenylphosphine (0.15 eq.) before the vessel was repeatedly evacuated and back-filled with nitrogen. Finally, 2 N aq. Na2CO3 (2 eq.) was added and the resulting biphasic suspension was heated at 90° ...